Dataset: the Open Reaction Database (ORD), a public repository of structured organic reaction records. Task: describe an organic reaction: reactants, conditions, products, and yield Reactants: CC(=O)O[BH-](OC(C)=O)OC(C)=O, CC(=O)O, CN1CCCC1=O, CC#N, CC(C)c1nc(C(=O)N2CCOC3(CCNCC3)C2)cs1, O=C(O)C(F)(F)F, O=Cc1cccc(CCO)c1F, [Na+]. Product: CC(C)c1nc(C(=O)N2CCOC3(CCN(Cc4cccc(CCO)c4F)CC3)C2)cs1. Reaction SMILES: [C:45]([O:46][BH-:47]([O:48][C:49](=[O:50])[CH3:51])[O:52][C:53](=[O:54])[CH3:55])(=[O:56])[CH3:57].[CH3:41][C:42](=[O:43])[OH:44].[CH3:59][N:60]1[CH2:61][CH2:62][CH2:63][C:64]1=[O:65].[CH3:66][C:67]#[N:68].[CH:20]([CH3:21])([CH3:22])[c:23]1[s:24][cH:25][c:26]([C:28](=[O:29])[N:30]2[CH2:31][CH2:32][O:33][C:34]3([CH2:35]2)[CH2:36][CH2:37][NH:38][CH2:39][CH2:40]3)[n:27]1.[F:13][C:14]([F:15])([F:16])[C:17]([OH:18])=[O:19].[F:1][c:2]1[c:3]([CH:4]=[O:5])[cH:6][cH:7][cH:8][c:9]1[CH2:10][CH2:11][OH:12].[Na+:58]>>[F:1][c:2]1[c:3]([CH2:4][N:38]2[CH2:37][CH2:36][C:34]3([O:33][CH2:32][CH2:31][N:30]([C:28]([c:26]4[cH:25][s:24][c:23]([CH:20]([CH3:21])[CH3:22])[n:27]4)=[O:29])[CH2:35]3)[CH2:40][CH2:39]2)[cH:6][cH:7][cH:8][c:9]1[CH2:10][CH2:11][OH:12]. Starting materials: NC=1SC(=C(N1)C1=CC=C(C=C1)Br)C (2-amino-4-(p-bromophenyl)-5-methyl thiazole), C(C)OC(=O)C#CC(=O)OCC (acetylene dicarboxylic acid diethyl ester). Product: C(C)OC(=O)C1=CC(N=C2N1C(=C(S2)C)C2=CC=C(C=C2)Br)=O (2-methyl-3-(p-Bromophenyl)-7H-thiazolo-[3,2-a]-pyrimidin-7-one-5-carboxylic acid ethyl ester). As a reaction SMILES: [NH2:1][C:2]1[S:3][C:4]([CH3:14])=[C:5]([C:7]2[CH:12]=[CH:11][C:10]([Br:13])=[CH:9][CH:8]=2)[N:6]=1.[CH2:15]([O:17][C:18]([C:20]#[C:21][C:22](OCC)=[O:23])=[O:19])[CH3:16]>>[CH2:15]([O:17][C:18]([C:20]1[N:6]2[C:5]([C:7]3[CH:12]=[CH:11][C:10]([Br:13])=[CH:9][CH:8]=3)=[C:4]([CH3:14])[S:3][C:2]2=[N:1][C:22](=[O:23])[CH:21]=1)=[O:19])[CH3:16]. Reported procedure: The procedure is as in Example 1, except that 9.4 g of 2-amino-4-(p-bromophenyl)-5-methyl thiazole and 5.95 g of acetylene dicarboxylic acid diethyl ester are used. 2-methyl-3-(p-Bromophenyl)-7H-thiazolo-[3,2-a]-pyrimidin-7-one-5-carboxylic acid ethyl ester melting at 217° to 220° C. (decomposition) is obtained. Reactants: CC(=O)[O-], CC(=O)[O-], CC(=O)[O-], CC(=O)[O-], CC1(C)CCCC2(C)C1CCC1(C)OC(O)C(O)C12, CCOCC, [Pb+4], c1ccccc1. Yields the product CC1(C)CCCC2(C)C1CCC(C)(OC=O)C2C=O. RXN SMILES: [C:20]([O-:21])(=[O:22])[CH3:23].[C:24]([O-:25])(=[O:26])[CH3:27].[C:28]([O-:29])(=[O:30])[CH3:31].[C:32]([O-:33])(=[O:34])[CH3:35].[CH3:1][C:2]12[O:3][CH:4]([OH:19])[CH:5]([OH:18])[CH:6]1[C:7]1([CH3:17])[CH2:8][CH2:9][CH2:10][C:11]([CH3:15])([CH3:16])[CH:12]1[CH2:13][CH2:14]2.[CH3:43][CH2:44][O:45][CH2:46][CH3:47].[Pb+4:36].[cH:37]1[cH:38][cH:39][cH:40][cH:41][cH:42]1>>[CH3:1][C:2]1([O:3][CH:4]=[O:19])[CH:6]([CH:5]=[O:18])[C:7]2([CH3:17])[CH2:8][CH2:9][CH2:10][C:11]([CH3:15])([CH3:16])[CH:12]2[CH2:13][CH2:14]1. Reactants: C1(CCC1)N1CCN(CC1)C(CN1CCNCC1)=O (1-cyclobutyl-4-(piperazin-1-ylacetyl)piperazine), C(C1=CC=CC=C1)(=O)O (benzoic acid), TEA, C1(=CC=CC=C1)C (toluene). Solvent: CC(=O)N(C)C (DMA), C(C)#N (acetonitrile). Run at temperature 50 celsius. Product: C(C1=CC=CC=C1)(=O)N1CCN(CC1)CC(=O)N1CCN(CC1)C1CCC1 (1-Benzoyl-4-[2-(4-cyclobutylpiperazin-1-yl)-2-oxoethyl]piperazine). Reaction SMILES: [CH:1]1([N:5]2[CH2:10][CH2:9][N:8]([C:11](=[O:19])[CH2:12][N:13]3[CH2:18][CH2:17][NH:16][CH2:15][CH2:14]3)[CH2:7][CH2:6]2)[CH2:4][CH2:3][CH2:2]1.[C:20](O)(=[O:27])[C:21]1[CH:26]=[CH:25][CH:24]=[CH:23][CH:22]=1.C1(C)C=CC=CC=1>CC(N(C)C)=O.C(#N)C>[C:20]([N:16]1[CH2:15][CH2:14][N:13]([CH2:12][C:11]([N:8]2[CH2:9][CH2:10][N:5]([CH:1]3[CH2:2][CH2:3][CH2:4]3)[CH2:6][CH2:7]2)=[O:19])[CH2:18][CH2:17]1)(=[O:27])[C:21]1[CH:26]=[CH:25][CH:24]=[CH:23][CH:22]=1. Procedure: Dissolve 1-cyclobutyl-4-(piperazin-1-ylacetyl)piperazine (32 mg, 0.12 mmol) and benzoic acid (17.6 mg, 0.14 mmol) in dry DMA (0.75 mL), TEA (0.033 mL, 0.24 mmol) and toluene (0.75 mL). Add a solution of DMC (41 mg, 27.3 mmol) in acetonitrile (1.2 mL). Heat the mixture at 50° C. for 3 h. Cool and concentrate. Partition the residue between EtOAc (10 mL) and 1 N NaOH (10 mL). Extract the organic phase and place directly on an SCX ion exchange resin cartridge. Wash the resin first with EtOAc (4 mL)....